The task is: describe an organic reaction: reactants, conditions, products, and yield. This data is from the Open Reaction Database (ORD), a public repository of structured organic reaction records. The reactants are CSC.B (borane-dimethyl sulfide), B1(N2CCC[C@@H]2C(O1)(C3=CC=CC=C3)C4=CC=CC=C4)C ((R)-(+)-2-Methyl-CBS-oxazaborolidine), BrC=1C=CC(=NC1)C(C)=O (1-(5-bromopyridin-2-yl)ethanone). Run in C1CCOC1 (THF), C1CCOC1 (THF). Conditions: temperature 0 celsius, time 1 hour. The product is BrC=1C=CC(=NC1)[C@H](C)O ((1S)-1-(5-bromopyridin-2-yl)ethanol). As a reaction SMILES: B1(C)OC(C2C=CC=CC=2)(C2C=CC=CC=2)[C@@H]2N1CCC2.CSC.B.[Br:26][C:27]1[CH:28]=[CH:29][C:30]([C:33](=[O:35])[CH3:34])=[N:31][CH:32]=1>C1COCC1>[Br:26][C:27]1[CH:28]=[CH:29][C:30]([C@@H:33]([OH:35])[CH3:34])=[N:31][CH:32]=1 |f:1.2|. Procedure: The (R)-(+)-2-Methyl-CBS-oxazaborolidine (2.08 g, 7.5 mmol) was dissolved in THF (10 mL), cooled to 0° C. and borane-dimethyl sulfide complex (2 M solution in THF, 7.50 mL, 15.0 mmol, 2.0 equiv.) was added dropwise. The resulting solution was stirred for 1 hour, then cooled to −40° C. and a solution of 1-(5-bromopyridin-2-yl)ethanone in THF (8.0 mL) was added dropwise over 5 min. A white precipitate formed toward the end of the addition. The slurry was stirred for 1 hour, warmed to −10° C., and ...